Dataset: the Open Reaction Database (ORD), a public repository of structured organic reaction records. Task: describe an organic reaction: reactants, conditions, products, and yield Reaction SMILES: [C:1]([C:3]1[CH:8]=[C:7]([CH2:9][P:10]([O:15][CH2:16][CH3:17])([O:12][CH2:13][CH3:14])=[O:11])[CH:6]=[CH:5][N:4]=1)#[N:2].S(=O)(=O)(O)[OH:19].[Na]>>[CH2:13]([O:12][P:10]([CH2:9][C:7]1[CH:6]=[CH:5][N:4]=[C:3]([C:1]([NH2:2])=[O:19])[CH:8]=1)([O:15][CH2:16][CH3:17])=[O:11])[CH3:14] |^1:22|. Procedure: A mixture of 1.10 g of 2-cyano-4-(diethylphosphonomethyl)pyridine and 4.5 ml of concentrated sulfuric acid is heated at 90° for 5 minutes. The reaction mixture is poured onto ice and neutralized with 10% sodium hdroxide. The resulting precipitate is collected to afford 4-(diethylphosphonomethyl)-2-pyridinecarboxamide melting at 140°-142°. Reactants: C(#N)C1=NC=CC(=C1)CP(=O)(OCC)OCC (2-cyano-4-(diethylphosphonomethyl)pyridine), S(O)(O)(=O)=O (sulfuric acid), [Na] (sodium). The product is C(C)OP(=O)(OCC)CC1=CC(=NC=C1)C(=O)N (4-(diethylphosphonomethyl)-2-pyridinecarboxamide). Reactants: C1CCOC1, O=C1CCC2(CC1)OCCO2, CO, CCOC(=O)CP(=O)(OCC)OCC, [H-], [Li+], O. Product: CCOC(=O)C=C1CCC2(CC1)OCCO2. RXN SMILES: [CH2:1]1[O:2][CH2:3][CH2:4][CH2:5]1.[CH2:22]1[CH2:23][O:24][C:25]2([CH2:26][CH2:27][C:28](=[O:31])[CH2:29][CH2:30]2)[O:32]1.[CH3:34][OH:35].[CH3:8][CH2:9][O:10][C:11](=[O:12])[CH2:13][P:14]([O:15][CH2:16][CH3:17])([O:18][CH2:19][CH3:20])=[O:21].[H-:6].[Li+:7].[OH2:33]>>[CH3:8][CH2:9][O:10][C:11](=[O:12])[CH:13]=[C:28]1[CH2:27][CH2:26][C:25]2([O:24][CH2:23][CH2:22][O:32]2)[CH2:30][CH2:29]1. The reactants are Ethyl-3,4-dihydroxy benzoate, C(C)OC(C1=CC(=C(C=C1)O)O)=O (Ethyl-3,4-dihydroxy-benzoate), C(C1=CC=CC=C1)Br (benzyl bromide), C([O-])([O-])=O.[K+].[K+] (potassium carbonate), [K+].[Br-] (KBr). Solvent: CC(=O)C (acetone). The product is C(C)OC(C1=CC(=C(C=C1)OCC1=CC=CC=C1)OCC1=CC=CC=C1)=O (Ethyl-3,4-dibenzyloxy-benzoate). As a reaction SMILES: [CH2:1]([O:3][C:4](=[O:13])[C:5]1[CH:10]=[CH:9][C:8]([OH:11])=[C:7]([OH:12])[CH:6]=1)[CH3:2].[CH2:14](Br)[C:15]1[CH:20]=[CH:19][CH:18]=[CH:17][CH:16]=1.C(=O)([O-])[O-].[K+].[K+].[K+].[Br-]>CC(C)=O>[CH2:1]([O:3][C:4](=[O:13])[C:5]1[CH:10]=[CH:9][C:8]([O:11][CH2:14][C:15]2[CH:20]=[CH:19][CH:18]=[CH:17][CH:16]=2)=[C:7]([O:12][CH2:4][C:5]2[CH:10]=[CH:9][CH:8]=[CH:7][CH:6]=2)[CH:6]=1)[CH3:2] |f:2.3.4,5.6|. Procedure details: Ethyl-3,4-dihydroxy benzoate, 4 (27.3 g, 150 mmol), benzyl bromide (40.4 mL, 340 mmol) and potassium carbonate (41.4 g, 300 mmol) in acetone (350 mL) were reacted in a similar manner as described for 8 to afford 9. Yield 41.4 g (76%); mp 68-69° C.; MS (FAB) 363 (M++1); IR (KBr) 1889, 1707; 1H NMR (200 MHz, CDCl3) δ 7.65 (s, 1H), 7.63 (dd, J=8.7 Hz, 1.7 Hz, 1H), 7.48-7.25 (m, 10H), 6.91 (d, J=8.3 Hz, 1H), 5.19 (s, 2H), 5.18 (s, 2H), 4.31 (q, J=7.1 Hz, 2H), 1.35 (t, J=7.1 Hz, 3H). Procedure: A solution of tert-butyl 3-cyanopiperazine-1-carboxylate, prepared as described in the previous step, (10 g, 0.047 mol) and 2-(2-hydroxyethoxy)acetaldehyde (14.8 g) (see: Bodin, A., Contact Dermatitis, 2001, 44:207) in dichloromethane was treated with formic acid (12.7 g), and the reaction mixture was stirred at room temperature overnight. Sodium cyanoborohydride (7.2 g, 0.118 mol) was added in portions. The reaction mixture was stirred at room temperature for 3 hours followed by the addition of... Reactants: C(#N)C1CN(CCN1)C(=O)OC(C)(C)C (tert-butyl 3-cyanopiperazine-1-carboxylate), C(#N)[BH3-].[Na+] (Sodium cyanoborohydride), C(=O)O (formic acid), OCCOCC=O (2-(2-hydroxyethoxy)acetaldehyde). Reaction SMILES: [C:1]([CH:3]1[NH:8][CH2:7][CH2:6][N:5]([C:9]([O:11][C:12]([CH3:15])([CH3:14])[CH3:13])=[O:10])[CH2:4]1)#[N:2].[OH:16][CH2:17][CH2:18][O:19][CH2:20][CH:21]=O.C(O)=O.C([BH3-])#N.[Na+]>ClCCl.O>[C:1]([CH:3]1[N:8]([CH2:21][CH2:20][O:19][CH2:18][CH2:17][OH:16])[CH2:7][CH2:6][N:5]([C:9]([O:11][C:12]([CH3:15])([CH3:14])[CH3:13])=[O:10])[CH2:4]1)#[N:2] |f:3.4|. Conditions: time 8 hour. Solvent: ClCCl (dichloromethane), O (water), ClCCl (dichloromethane). Yields the product C(#N)C1CN(CCN1CCOCCO)C(=O)OC(C)(C)C (tert-Butyl 3-cyano-4-(2-(2-hydroxyethoxy)ethyl)piperazine-1-carboxylate). Reactants: FC1(C=CC(C=C1)=O)F (4,4-difluorocyclohexadienone), [C-]#N.[K+] (potassium cyanide). Run in CN(C=O)C (dimethylformamide). Yields the product C(#N)C=1C=C(C=CC1F)O (3-cyano-4-fluorophenol). Isolated yield 90.0%. RXN SMILES: F[C:2]1([F:9])[CH:7]=[CH:6][C:5](=[O:8])[CH:4]=[CH:3]1.[C-:10]#[N:11].[K+]>CN(C)C=O>[C:10]([C:7]1[CH:6]=[C:5]([OH:8])[CH:4]=[CH:3][C:2]=1[F:9])#[N:11] |f:1.2|. Procedure details: When 2 mmol of 4,4-difluorocyclohexadienone and 4 mmol of potassium cyanide in 0.5 ml of dimethylformamide were mixed for 10 minutes at room temperature, 3-cyano-4-fluorophenol was formed in 90% yield. The spectral data of this new compound are as follows: Mass spectrum: m/e 137 (M+); 109 (M-CO, H); 82; 57. The reactants are CN(C(=O)Cl)c1ccc(OC(F)(F)F)cc1, CN(C)c1ccncc1, Cc1ccccc1, CCOC(C)=O, CCN(C(C)C)C(C)C, CC(O)(CO)Cn1cc([N+](=O)[O-])nc1Cl. The product is CN(C(=O)OCC(C)(O)Cn1cc([N+](=O)[O-])nc1Cl)c1ccc(OC(F)(F)F)cc1. As a reaction SMILES: [CH3:1][N:2]([C:3](=[O:4])[Cl:5])[c:6]1[cH:7][cH:8][c:9]([O:12][C:13]([F:14])([F:15])[F:16])[cH:10][cH:11]1.[CH3:41][N:42]([CH3:43])[c:44]1[cH:45][cH:46][n:47][cH:48][cH:49]1.[CH3:50][c:51]1[cH:52][cH:53][cH:54][cH:55][cH:56]1.[CH3:57][CH2:58][O:59][C:60](=[O:61])[CH3:62].[CH:17]([N:18]([CH2:19][CH3:20])[CH:21]([CH3:22])[CH3:23])([CH3:24])[CH3:25].[Cl:26][c:27]1[n:28]([CH2:35][C:36]([CH2:37][OH:38])([CH3:39])[OH:40])[cH:29][c:30]([N+:32](=[O:33])[O-:34])[n:31]1>>[CH3:1][N:2]([C:3](=[O:4])[O:38][CH2:37][C:36]([CH2:35][n:28]1[c:27]([Cl:26])[n:31][c:30]([N+:32](=[O:33])[O-:34])[cH:29]1)([CH3:39])[OH:40])[c:6]1[cH:7][cH:8][c:9]([O:12][C:13]([F:14])([F:15])[F:16])[cH:10][cH:11]1.